From a dataset of the Open Reaction Database (ORD), a public repository of structured organic reaction records. describe an organic reaction: reactants, conditions, products, and yield Reactants: C12NCC3CC(CC(C1)C3)C2 (2-azatricyclo[4.3.1.14,8 ]undecane), ClCC(=O)Cl (chloroacetyl chloride). Run in ClCCl (dichloromethane), O (water), ClCCl (dichloromethane). Yields the product ClCC(=O)N1C2CC3CC(CC(C1)C3)C2 (N-chloromethylcarbonyl-2-azatricyclo-[4.3.1.14,8 ]undecane). Yield: 73.1%. Reaction SMILES: [CH:1]12[CH2:11][CH:6]3[CH2:7][CH:8]([CH2:10][CH:4]([CH2:5]3)[CH2:3][NH:2]1)[CH2:9]2.[Cl:12][CH2:13][C:14](Cl)=[O:15]>ClCCl.O>[Cl:12][CH2:13][C:14]([N:2]1[CH2:3][CH:4]2[CH2:10][CH:8]3[CH2:7][CH:6]([CH2:11][CH:1]1[CH2:9]3)[CH2:5]2)=[O:15]. Procedure details: To a solution of 2-azatricyclo[4.3.1.14,8 ]undecane (0.30 g) in dichloromethane (4 ml) and water (0.4 ml) was added dropwise a solution of chloroacetyl chloride (0.26 g) in dichloromethane (2 ml) under stirring at cooling in an ice-bath. The mixture was stirred 2 hours under the same condition and then at ambient temperature overnight. The reaction mixture was washed with IN hydrochloric acid aqueous solution and saturated sodium bicarbonate aqueous solution, and dried over sodium sulfate. Remov... Starting materials: COC(=O)C(=Cc1ccc(N2CC(=O)NS2(=O)=O)c(OCc2ccccc2)c1)NC(C)=O, [Na+], [OH-]. Product: CC(=O)NC(=Cc1ccc(N2CC(=O)NS2(=O)=O)c(OCc2ccccc2)c1)C(=O)O. As a reaction SMILES: [CH3:1][O:2][C:3]([C:4](=[CH:5][c:6]1[cH:7][c:8]([O:20][CH2:21][c:22]2[cH:23][cH:24][cH:25][cH:26][cH:27]2)[c:9]([N:12]2[S:13](=[O:18])(=[O:19])[NH:14][C:15](=[O:17])[CH2:16]2)[cH:10][cH:11]1)[NH:28][C:29]([CH3:30])=[O:31])=[O:32].[Na+:34].[OH-:33]>>[O:2]=[C:3]([C:4](=[CH:5][c:6]1[cH:7][c:8]([O:20][CH2:21][c:22]2[cH:23][cH:24][cH:25][cH:26][cH:27]2)[c:9]([N:12]2[S:13](=[O:18])(=[O:19])[NH:14][C:15](=[O:17])[CH2:16]2)[cH:10][cH:11]1)[NH:28][C:29]([CH3:30])=[O:31])[OH:32]. Reactants: [Al+3], CCOC(=O)CCc1c(-c2cccnc2)[nH]c2ccccc12, [H-], [H-], [H-], [H-], [Li+], C1CCOC1. The product is OCCc1c(-c2cccnc2)[nH]c2ccccc12. RXN SMILES: [Al+3:24].[CH2:1]([O:2][C:3](=[O:4])[CH2:6][CH2:7][c:8]1[c:9](-[c:17]2[cH:18][n:19][cH:20][cH:21][cH:22]2)[nH:10][c:11]2[cH:12][cH:13][cH:14][cH:15][c:16]12)[CH3:5].[H-:23].[H-:26].[H-:27].[H-:28].[Li+:25].[O:29]1[CH2:30][CH2:31][CH2:32][CH2:33]1>>[CH2:6]([CH2:7][c:8]1[c:9](-[c:17]2[cH:18][n:19][cH:20][cH:21][cH:22]2)[nH:10][c:11]2[cH:12][cH:13][cH:14][cH:15][c:16]12)[OH:29]. Reactants: COCC1(C)CCN(c2cccc(-c3cnc4c(n3)c(C(=O)C(C)(C)C)cn4COCC[Si](C)(C)C)c2)C1, CO, ClCCl. Product: COCC1(C)CCN(c2cccc(-c3cnc4[nH]cc(C(=O)C(C)(C)C)c4n3)c2)C1. Reaction SMILES: [CH3:1][O:2][CH2:3][C:4]1([CH3:38])[CH2:5][N:6]([c:9]2[cH:10][c:11](-[c:15]3[n:16][c:17]4[c:18]([n:19][cH:20]3)[n:21]([CH2:30][O:31][CH2:32][CH2:33][Si:34]([CH3:35])([CH3:36])[CH3:37])[cH:22][c:23]4[C:24]([C:25]([CH3:26])([CH3:27])[CH3:28])=[O:29])[cH:12][cH:13][cH:14]2)[CH2:7][CH2:8]1.[CH3:42][OH:43].[Cl:39][CH2:40][Cl:41]>>[CH3:1][O:2][CH2:3][C:4]1([CH3:38])[CH2:5][N:6]([c:9]2[cH:10][c:11](-[c:15]3[n:16][c:17]4[c:18]([n:19][cH:20]3)[nH:21][cH:22][c:23]4[C:24]([C:25]([CH3:26])([CH3:27])[CH3:28])=[O:29])[cH:12][cH:13][cH:14]2)[CH2:7][CH2:8]1. The reactants are [BH4-], CCCCc1nc(Cl)c(C=O)n1Cc1ccc2nc(-c3ccccc3C(=O)OC)cc(C(=O)OC)c2c1, CO, [Na+], C1CCOC1. Product: CCCCc1nc(Cl)c(CO)n1Cc1ccc2nc(-c3ccccc3C(=O)OC)cc(C(=O)OC)c2c1. Reaction SMILES: [BH4-:38].[CH2:1]([CH2:2][CH2:3][CH3:4])[c:5]1[n:6]([CH2:13][c:14]2[cH:15][c:16]3[c:17]([C:34](=[O:35])[O:36][CH3:37])[cH:18][c:19](-[c:24]4[c:25]([C:30](=[O:31])[O:32][CH3:33])[cH:26][cH:27][cH:28][cH:29]4)[n:20][c:21]3[cH:22][cH:23]2)[c:7]([CH:11]=[O:12])[c:8]([Cl:10])[n:9]1.[CH3:45][OH:46].[Na+:39].[O:40]1[CH2:41][CH2:42][CH2:43][CH2:44]1>>[CH2:1]([CH2:2][CH2:3][CH3:4])[c:5]1[n:6]([CH2:13][c:14]2[cH:15][c:16]3[c:17]([C:34](=[O:35])[O:36][CH3:37])[cH:18][c:19](-[c:24]4[c:25]([C:30](=[O:31])[O:32][CH3:33])[cH:26][cH:27][cH:28][cH:29]4)[n:20][c:21]3[cH:22][cH:23]2)[c:7]([CH2:11][OH:12])[c:8]([Cl:10])[n:9]1. The reactants are CC(C)(C)c1nc2c(C(=O)O)cc(Br)c([N+](=O)[O-])c2o1, CCOC(C)=O, Cc1ccccc1, CCO, Cl, [Na+], [Na+], O=C([O-])[O-], OB(O)c1ccccc1, c1ccc(P(c2ccccc2)(c2ccccc2)[Pd](P(c2ccccc2)(c2ccccc2)c2ccccc2)(P(c2ccccc2)(c2ccccc2)c2ccccc2)P(c2ccccc2)(c2ccccc2)c2ccccc2)cc1. The product is CC(C)(C)c1nc2c(C(=O)O)cc(-c3ccccc3)c([N+](=O)[O-])c2o1. RXN SMILES: [Br:1][c:2]1[c:3]([N+:18](=[O:19])[O-:20])[c:4]2[c:5]([n:6][c:7]([C:9]([CH3:10])([CH3:11])[CH3:12])[o:8]2)[c:13]([C:15](=[O:16])[OH:17])[cH:14]1.[CH3:124][CH2:125][O:126][C:127](=[O:128])[CH3:129].[CH3:37][c:38]1[cH:39][cH:40][cH:41][cH:42][cH:43]1.[CH3:44][CH2:45][OH:46].[ClH:36].[Na+:30].[Na+:31].[O-:32][C:33](=[O:34])[O-:35].[OH:21][B:22]([OH:23])[c:24]1[cH:25][cH:26][cH:27][cH:28][cH:29]1.[cH:47]1[cH:48][cH:49][c:50]([P:51]([Pd:52]([P:53]([c:54]2[cH:55][cH:56][cH:57][cH:58][cH:59]2)([c:60]2[cH:61][cH:62][cH:63][cH:64][cH:65]2)[c:66]2[cH:67][cH:68][cH:69][cH:70][cH:71]2)([P:72]([c:73]2[cH:74][cH:75][cH:76][cH:77][cH:78]2)([c:79]2[cH:80][cH:81][cH:82][cH:83][cH:84]2)[c:85]2[cH:86][cH:87][cH:88][cH:89][cH:90]2)[P:91]([c:92]2[cH:93][cH:94][cH:95][cH:96][cH:97]2)([c:98]2[cH:99][cH:100][cH:101][cH:102][cH:103]2)[c:104]2[cH:105][cH:106][cH:107][cH:108][cH:109]2)([c:110]2[cH:111][cH:112][cH:113][cH:114][cH:115]2)[c:116]2[cH:117][cH:118][cH:119][cH:120][cH:121]2)[cH:122][cH:123]1>>[c:2]1(-[c:24]2[cH:25][cH:26][cH:27][cH:28][cH:29]2)[c:3]([N+:18](=[O:19])[O-:20])[c:4]2[c:5]([n:6][c:7]([C:9]([CH3:10])([CH3:11])[CH3:12])[o:8]2)[c:13]([C:15](=[O:16])[OH:17])[cH:14]1. Reactants: Cl.S1C(=CC=C1)C(=N)N (2-thienylformamidine hydrochloride), Cl.O1C(=CC=C1)C(=N)N (2-furylformamidine hydrochloride), FC1=CC=C(C=O)C=C1 (4-fluorobenzaldehyde), ClC1=C(C=O)C=CC(=C1)F (2-chloro-4-fluorobenzaldehyde), C(CC(=O)C)(=O)OC (methyl acetoacetate), C(CC(=O)C)(=O)OCC (ethyl acetoacetate). Product: O1C(=CC=C1)C=1NC(=C(C(N1)C1=CC=C(C=C1)F)C(=O)OCC)C (ethyl 2-(furan-2-yl)-4-(4-fluorophenyl)-6-methyl-1,4-dihyropyrimidin-5-carboxylate). Yield: 29.0%. Reaction SMILES: Cl.S1C=CC=C1C(N)=N.Cl[C:11]1[CH:18]=[C:17]([F:19])[CH:16]=[CH:15][C:12]=1[CH:13]=O.C(OC)(=O)CC(C)=O.Cl.[O:29]1[CH:33]=[CH:32][CH:31]=[C:30]1[C:34]([NH2:36])=[NH:35].FC1C=CC(C=O)=CC=1.[C:46]([O:52][CH2:53][CH3:54])(=[O:51])[CH2:47][C:48]([CH3:50])=O>>[O:29]1[CH:33]=[CH:32][CH:31]=[C:30]1[C:34]1[NH:36][C:48]([CH3:50])=[C:47]([C:46]([O:52][CH2:53][CH3:54])=[O:51])[CH:13]([C:12]2[CH:15]=[CH:16][C:17]([F:19])=[CH:18][CH:11]=2)[N:35]=1 |f:0.1,4.5|. Reported procedure: According to the process of Example 1, except that the 2-thienylformamidine hydrochloride, 2-chloro-4-fluorobenzaldehyde and methyl acetoacetate were replaced by 2-furylformamidine hydrochloride, 4-fluorobenzaldehyde and ethyl acetoacetate, respectively, and 0.21 g of a pale yellow particulates were obtained (yield: 29%); 1H-NMR (400 MHz, CDCl3-d1) δ 7.47-7.46 (d, 1H, J=1.2 Hz, ArH) 7.36-7.32 (t, 2H, J=8.8 Hz, ArH); 7.11 (s, 1H, ArH); 6.98-6.94 (t, 2H, J=8.8 Hz, ArH); 6.52-6.51 (q, 1H, J=1.4 Hz,... Starting materials: C12(CC3CC(CC(C1)C3)C2)C2=C(C=C(C=C2)Br)O (2-(1-adamantyl)-5-bromophenol), BrC1=CC(=C(C=C1)OC1OCCCC1)C(C)(C)C (4-bromo-2-t-butyl-1-(2-tetrahydropyranoxy)benzene), BrC1=CC(=C(C=C1)OC1OCCCC1)C(C)(C)C (4-bromo-2-t-butyl-1-(2-tetrahydropyranoxy)benzene), C1(=CC=C(C=C1)S(=O)(=O)[O-])C.[NH+]1=CC=CC=C1 (pyridinium p-toluenesulfonate), C12(CC3CC(CC(C1)C3)C2)C2=C(C=C(C=C2)Br)O (2-(1-adamantyl)-5-bromophenol), O1CCCC=C1 (3,4-dihydro-2H-pyran). Solvent: ClCCl (dichloromethane). Product: C12(CC3CC(CC(C1)C3)C2)C2=C(C=CC(=C2)Br)OC2OCCCC2 (2-(1 -adamantyl)-4-bromo-1-(2-tetrahydropyranoxy)benzene). RXN SMILES: [Br:1][C:2]1[CH:7]=[CH:6][C:5]([O:8][CH:9]2[CH2:14][CH2:13][CH2:12][CH2:11][O:10]2)=[C:4]([C:15]([CH3:18])([CH3:17])[CH3:16])[CH:3]=1.[C:19]12(C3C=CC(Br)=CC=3O)[CH2:28][CH:23]3CC(C[CH:21]([CH2:22]3)[CH2:20]1)C2.C1(C)C=CC(S([O-])(=O)=O)=CC=1.[NH+]1C=CC=CC=1.O1C=CCCC1>ClCCl>[C:15]12([C:4]3[CH:3]=[C:2]([Br:1])[CH:7]=[CH:6][C:5]=3[O:8][CH:9]3[CH2:14][CH2:13][CH2:12][CH2:11][O:10]3)[CH2:18][CH:21]3[CH2:22][CH:23]([CH2:28][CH:19]([CH2:20]3)[CH2:16]1)[CH2:17]2 |f:2.3|. Reported procedure: Using the same general procedure as for the preparation of of 4-bromo-2-t-butyl-1-(2-tetrahydropyranoxy)benzene (Compound H), but instead using 9.17 g (29.9 mmol) of 2-(1-adamantyl)-4-bromophenol (Compound F), 0.75 g (3.0 mmol) of pyridinium p-toluenesulfonate, 3.77 g (4.1 ml, 44.8 mmol) of 3,4-dihydro-2H-pyran and 50 ml of dichloromethane produced a bright yellow solid. Purification by flash chromatography (preabsorbed onto silica with chloroform, eluted with 2% ethyl acetate in hexane) yielded... Reaction SMILES: [BH3:34].[C:1]([c:2]1[cH:3][cH:4][cH:5][cH:6][cH:7]1)([c:8]1[cH:9][cH:10][cH:11][cH:12][cH:13]1)([c:14]1[cH:15][cH:16][cH:17][cH:18][cH:19]1)[NH:20][c:21]1[cH:22][c:23]([CH2:27][C:28](=[O:29])[OH:30])[cH:24][cH:25][cH:26]1.[C:35](=[O:36])([OH:37])[O-:38].[CH2:40]1[O:41][CH2:42][CH2:43][CH2:44]1.[CH3:31][S:32][CH3:33].[Na+:39]>>[C:1]([c:2]1[cH:3][cH:4][cH:5][cH:6][cH:7]1)([c:8]1[cH:9][cH:10][cH:11][cH:12][cH:13]1)([c:14]1[cH:15][cH:16][cH:17][cH:18][cH:19]1)[NH:20][c:21]1[cH:22][c:23]([CH2:27][CH2:28][OH:29])[cH:24][cH:25][cH:26]1. The reactants are B, O=C(O)Cc1cccc(NC(c2ccccc2)(c2ccccc2)c2ccccc2)c1, O=C([O-])O, C1CCOC1, CSC, [Na+]. The product is OCCc1cccc(NC(c2ccccc2)(c2ccccc2)c2ccccc2)c1.